From a dataset of the Open Reaction Database (ORD), a public repository of structured organic reaction records. describe an organic reaction: reactants, conditions, products, and yield The reactants are CCCCCC (hexane), NC1=C(C=C(C=C1Cl)C(C=O)=O)Cl (4-Amino-3,5-dichloro-α-oxobenzeneacetaldehyde), N1=C(C=CC=C1)CCOCCCCCCN (6-[2-(2-pyridinyl)ethoxy]hexanamine), O (water). The solvent is C1=CC=CC=C1 (benzene). Conditions: time 8 hour. The product is NC1=C(C=C(C=C1Cl)C(O)CNCCCCCCOCCC1=NC=CC=C1)Cl (4-Amino-3,5-dichloro-α-[[[6-[2-(2-pyridinyl)ethoxy]hexyl]amino]methyl]benzenemethanol). Isolated yield 11.1%. RXN SMILES: [NH2:1][C:2]1[C:7]([Cl:8])=[CH:6][C:5]([C:9](=[O:12])[CH:10]=O)=[CH:4][C:3]=1[Cl:13].[N:14]1[CH:19]=[CH:18][CH:17]=[CH:16][C:15]=1[CH2:20][CH2:21][O:22][CH2:23][CH2:24][CH2:25][CH2:26][CH2:27][CH2:28][NH2:29].O.CCCCCC>C1C=CC=CC=1>[NH2:1][C:2]1[C:3]([Cl:13])=[CH:4][C:5]([CH:9]([CH2:10][NH:29][CH2:28][CH2:27][CH2:26][CH2:25][CH2:24][CH2:23][O:22][CH2:21][CH2:20][C:15]2[CH:16]=[CH:17][CH:18]=[CH:19][N:14]=2)[OH:12])=[CH:6][C:7]=1[Cl:8]. Procedure details: 4-Amino-3,5-dichloro-α-oxobenzeneacetaldehyde (0.56 g) and 6-[2-(2-pyridinyl)ethoxy]hexanamine (0.40 g) were dissolved in benzene (10 ml) and heated under reflux for 1 h using a Dean-Stark water trap. The solution was cooled, evaporated in vacuo and the residue dissolved in methanol (10 ml). Sodium borohydride (0.38 g) was added portionwise at 0°-5° over 0.5 h with stirring. The solution was allowed to stand overnight then evaporated in vacuo. The residue was partitioned between water (50 ml) co... The yield is 89.4%. Starting materials: ClC1=C(C(=O)NC2=C(C=C(C(=C2)C(F)(F)F)Cl)O)C=CN=C1 (3-chloro-N-[4-chloro-2-hydroxy-5-(trifluoromethyl)phenyl]isonicotinamide), O1CCCC1 (tetrahydrofuran), C1(=CC=CC=C1)P(C1=CC=CC=C1)C1=CC=CC=C1 (triphenylphosphine), N(=NC(=O)OCC)C(=O)OCC (diethyl azodicarboxylate). Solvent: C1(=CC=CC=C1)C (toluene). Procedure details: To a mixture of 0.46 g of 3-chloro-N-[4-chloro-2-hydroxy-5-(trifluoromethyl)phenyl]isonicotinamide, 5 ml of tetrahydrofuran and 0.38 g of triphenylphosphine, 0.63 g of 40% toluene solution of diethyl azodicarboxylate was added dropwise at room temperature, and the reaction mixture was stirred for two hours. The reaction mixture was concentrated under reduced pressure. The residue was subjected to silica gel column chromatography to give 0.39 g of 6-chloro-2-(3-chloropyridin-4-yl)-5-(trifluoromet... Conditions: time 2 hour. Yields the product ClC1=CC2=C(N=C(O2)C2=C(C=NC=C2)Cl)C=C1C(F)(F)F (6-chloro-2-(3-chloropyridin-4-yl)-5-(trifluoromethyl)benzoxazole). Reaction SMILES: [Cl:1][C:2]1[CH:22]=[N:21][CH:20]=[CH:19][C:3]=1[C:4]([NH:6][C:7]1[CH:12]=[C:11]([C:13]([F:16])([F:15])[F:14])[C:10]([Cl:17])=[CH:9][C:8]=1[OH:18])=O.O1CCCC1.C1(P(C2C=CC=CC=2)C2C=CC=CC=2)C=CC=CC=1.N(C(OCC)=O)=NC(OCC)=O>C1(C)C=CC=CC=1>[Cl:17][C:10]1[C:11]([C:13]([F:16])([F:15])[F:14])=[CH:12][C:7]2[N:6]=[C:4]([C:3]3[CH:19]=[CH:20][N:21]=[CH:22][C:2]=3[Cl:1])[O:18][C:8]=2[CH:9]=1. RXN SMILES: Br[C:2]1[CH:3]=[CH:4][C:5]2[N:9]=[C:8]([CH:10]3[CH2:12][CH2:11]3)[N:7]([CH3:13])[C:6]=2[CH:14]=1.[O:15]=[C:16]1[CH:21]=[C:20]([C:22]([O:24][CH3:25])=[O:23])[CH:19]=[CH:18][NH:17]1.C(=O)([O-])[O-].[K+].[K+].CN[C@@H]1CCCC[C@H]1NC>[Cu]I.O1CCOCC1>[CH:10]1([C:8]2[N:7]([CH3:13])[C:6]3[CH:14]=[C:2]([N:17]4[CH:18]=[CH:19][C:20]([C:22]([O:24][CH3:25])=[O:23])=[CH:21][C:16]4=[O:15])[CH:3]=[CH:4][C:5]=3[N:9]=2)[CH2:12][CH2:11]1 |f:2.3.4|. Reaction conditions: temperature 80 celsius. Product: C1(CC1)C1=NC2=C(N1C)C=C(C=C2)N2C(C=C(C=C2)C(=O)OC)=O (Methyl 1-(2-cyclopropyl-1-methyl-1H-benzimidazol-6-yl)-2-oxo-1,2-dihydropyridine-4-carboxylate). Procedure details: To a mixture of 6-bromo-2-cyclopropyl-1-methyl-1H-benzimidazole (984 mg), methyl 2-oxo-1,2-dihydropyridine-4-carboxylate (600 mg), potassium carbonate (1.08 g) and dioxane (25 ml) were added CuI (298 mg) and trans-N,N′-dimethylcyclohexane-1,2-diamine (223 mg), and the mixture was heated at 80° C. for 12 h. The mixture was concentrated in vacuo, and diluted with DCM. The mixture was washed with brine, dried over Na2SO4, concentrated in vacuo, and purified by column chromatography (MeOH/DCM) to gi... The reagents and catalysts are [Cu]I (CuI). The reactants are CN[C@H]1[C@@H](CCCC1)NC (trans-N,N′-dimethylcyclohexane-1,2-diamine), BrC=1C=CC2=C(N(C(=N2)C2CC2)C)C1 (6-bromo-2-cyclopropyl-1-methyl-1H-benzimidazole), O=C1NC=CC(=C1)C(=O)OC (methyl 2-oxo-1,2-dihydropyridine-4-carboxylate), C([O-])([O-])=O.[K+].[K+] (potassium carbonate). Yield: 63.1%. Solvent: O1CCOCC1 (dioxane).